Task: describe an organic reaction: reactants, conditions, products, and yield. Dataset: the Open Reaction Database (ORD), a public repository of structured organic reaction records The reactants are B, Cc1ccccc1C(=O)c1cncnc1C(C)(C)C, CO, [Na]. The product is Cc1ccccc1C(O)c1cncnc1C(C)(C)C. Reaction SMILES: [BH3:1].[C:3]([CH3:4])([CH3:5])([CH3:6])[c:7]1[n:8][cH:9][n:10][cH:11][c:12]1[C:13]([c:14]1[c:15]([CH3:20])[cH:16][cH:17][cH:18][cH:19]1)=[O:21].[CH3:22][OH:23].[Na:2]>>[C:3]([CH3:4])([CH3:5])([CH3:6])[c:7]1[n:8][cH:9][n:10][cH:11][c:12]1[CH:13]([c:14]1[c:15]([CH3:20])[cH:16][cH:17][cH:18][cH:19]1)[OH:21]. Starting materials: CCOCC(=O)Cl, CC#N, CCOCc1nc2c(N)nc3cc(Br)cnc3c2n1CC(C)(C)O, CC(C)(CNc1c(N)cnc2cc(Br)cnc12)NC(=O)OC(C)(C)C. Product: Cl, CCOCC(=O)Nc1cnc2cc(Br)cnc2c1NCC(C)(C)NC(=O)OC(C)(C)C. Reaction SMILES: [CH2:50]([CH3:51])[O:52][CH2:53][C:54](=[O:55])[Cl:56].[CH3:57][C:58]#[N:59].[NH2:1][c:2]1[c:3]2[n:4][c:5]([CH2:6][O:7][CH2:8][CH3:9])[n:10]([CH2:11][C:12]([CH3:13])([OH:14])[CH3:15])[c:16]2[c:17]2[n:18][cH:19][c:20]([Br:21])[cH:22][c:23]2[n:24]1.[NH2:25][c:26]1[cH:27][n:28][c:29]2[cH:30][c:31]([Br:49])[cH:32][n:33][c:34]2[c:35]1[NH:36][CH2:37][C:38]([CH3:39])([CH3:40])[NH:41][C:42]([O:43][C:44]([CH3:45])([CH3:46])[CH3:47])=[O:48]>>[ClH:56].[NH:25]([c:26]1[cH:27][n:28][c:29]2[cH:30][c:31]([Br:49])[cH:32][n:33][c:34]2[c:35]1[NH:36][CH2:37][C:38]([CH3:39])([CH3:40])[NH:41][C:42]([O:43][C:44]([CH3:45])([CH3:46])[CH3:47])=[O:48])[C:54]([CH2:53][O:52][CH2:50][CH3:51])=[O:55]. Reactants: COC(=O)C(=O)N1CC(COc2ccc(Cl)cc2C(C)(C)C)C1, C1CCOC1, Cl, [Li+], [OH-]. Product: CC(C)(C)c1cc(Cl)ccc1OCC1CN(C(=O)C(=O)O)C1. RXN SMILES: [C:1]([CH3:2])([CH3:3])([CH3:4])[c:5]1[c:6]([O:7][CH2:8][CH:9]2[CH2:10][N:11]([C:13]([C:14](=[O:15])[O:16][CH3:17])=[O:18])[CH2:12]2)[cH:19][cH:20][c:21]([Cl:23])[cH:22]1.[CH2:27]1[O:28][CH2:29][CH2:30][CH2:31]1.[ClH:26].[Li+:24].[OH-:25]>>[C:1]([CH3:2])([CH3:3])([CH3:4])[c:5]1[c:6]([O:7][CH2:8][CH:9]2[CH2:10][N:11]([C:13]([C:14](=[O:15])[OH:16])=[O:18])[CH2:12]2)[cH:19][cH:20][c:21]([Cl:23])[cH:22]1. The reactants are ClC1=CC=C(C=C1)C=1C(N(C=C2SC3=C(NC21)C=CC=C3)CO)=O (4-(4-chlorophenyl)-2-(hydroxymethyl)-5H-pyrido[3,4-b][1,4]benzothiazin-3(2H)-one), [Cl-] (chloride). The solvent is N1=CC=CC=C1 (pyridine). Reaction conditions: time 35 minute. Yields the product ClC1=CC=C(C=C1)C=1C(N(C=C2SC3=C(NC21)C=CC=C3)COC(CC(C)C)=O)=O (4-(4-chlorophenyl)-2-[(3-methyl-1-oxobutoxy)methyl]-5H-pyrido-[3,4-b][1,4]benzothiazin-3(2H)-one). The yield is 36.0%. As a reaction SMILES: [Cl:1][C:2]1[CH:7]=[CH:6][C:5]([C:8]2[C:9](=[O:24])[N:10]([CH2:22][OH:23])[CH:11]=[C:12]3[C:17]=2[NH:16][C:15]2[CH:18]=[CH:19][CH:20]=[CH:21][C:14]=2[S:13]3)=[CH:4][CH:3]=1.[Cl-]>N1C=CC=CC=1>[Cl:1][C:2]1[CH:7]=[CH:6][C:5]([C:8]2[C:9](=[O:24])[N:10]([CH2:22][O:23][C:9](=[O:24])[CH2:8][CH:5]([CH3:6])[CH3:4])[CH:11]=[C:12]3[C:17]=2[NH:16][C:15]2[CH:18]=[CH:19][CH:20]=[CH:21][C:14]=2[S:13]3)=[CH:4][CH:3]=1. Procedure: To 2.5 g. of 4-(4-chlorophenyl)-2-(hydroxymethyl)-5H-pyrido[3,4-b][1,4]benzothiazin-3(2H)-one (7.0 mmol.) in 25 ml. of pyridine at 0° C. was added 2.5 ml. of isovalery chloride (20.5 mmol.). After stirring for 35 minutes, the mixture was poured onto ice-water and allowed to stand for 16 hours at room temperature. The crude product which formed as an orange precipitate was collected, washed with water, air-dried, and purified using flash chromotography on silica gel, using a mixture of 5% ethyl a...